describe an organic reaction: reactants, conditions, products, and yield From a dataset of the Open Reaction Database (ORD), a public repository of structured organic reaction records. Starting materials: CCOC(C)=O, Clc1ccc(N2CCc3cc(OCc4ccccc4)ccc3C2Cc2ccc(OCCC3CCCCN3)cc2)cc1Cl. Yields the product Oc1ccc2c(c1)CCN(c1ccc(Cl)c(Cl)c1)C2Cc1ccc(OCCC2CCCCN2)cc1. As a reaction SMILES: [CH3:43][CH2:44][O:45][C:46](=[O:47])[CH3:48].[Cl:1][c:2]1[cH:3][c:4]([N:9]2[CH:10]([CH2:27][c:28]3[cH:29][cH:30][c:31]([O:34][CH2:35][CH2:36][CH:37]4[NH:38][CH2:39][CH2:40][CH2:41][CH2:42]4)[cH:32][cH:33]3)[c:11]3[cH:12][cH:13][c:14]([O:19][CH2:20][c:21]4[cH:22][cH:23][cH:24][cH:25][cH:26]4)[cH:15][c:16]3[CH2:17][CH2:18]2)[cH:5][cH:6][c:7]1[Cl:8]>>[Cl:1][c:2]1[cH:3][c:4]([N:9]2[CH:10]([CH2:27][c:28]3[cH:29][cH:30][c:31]([O:34][CH2:35][CH2:36][CH:37]4[NH:38][CH2:39][CH2:40][CH2:41][CH2:42]4)[cH:32][cH:33]3)[c:11]3[cH:12][cH:13][c:14]([OH:19])[cH:15][c:16]3[CH2:17][CH2:18]2)[cH:5][cH:6][c:7]1[Cl:8]. Reactants: Cc1cc(-c2ccncc2)[nH]n1, O=C1CCC(=O)N1Br. The product is Cc1n[nH]c(-c2ccncc2)c1Br. As a reaction SMILES: [CH3:1][c:2]1[cH:3][c:4](-[c:7]2[cH:8][cH:9][n:10][cH:11][cH:12]2)[nH:5][n:6]1.[O:13]=[C:14]1[N:15]([Br:20])[C:16](=[O:17])[CH2:18][CH2:19]1>>[CH3:1][c:2]1[c:3]([Br:20])[c:4](-[c:7]2[cH:8][cH:9][n:10][cH:11][cH:12]2)[nH:5][n:6]1. The reactants are O=C1N=C2C(=CC=CC2=C2C1CCO2)OC(F)(F)F (4-Oxo-6-trifluormethoxy-2,3-dihydrofuro[3,2-c] quinoline), COC1=C(N)C=CC=C1 (2-methoxyaniline). Run in C(CO)O (ethylene glycol), salt, O (water). Reaction conditions: temperature 210 celsius. Yields the product COC1=C(C=CC=C1)N1CCC=2C(NC=3C(=CC=CC3C21)OC(F)(F)F)=O (1-(2-methoxyphenyl)-4-oxo-6-tri fluormethoxy-2,3,4,5-tetrahydropyrrolo[3,2-c]quinoline). Yield: 76.0%. RXN SMILES: [O:1]=[C:2]1[CH:11]2[CH2:12][CH2:13]O[C:10]2=[C:9]2[C:4]([C:5]([O:15][C:16]([F:19])([F:18])[F:17])=[CH:6][CH:7]=[CH:8]2)=[N:3]1.[CH3:20][O:21][C:22]1[CH:28]=[CH:27][CH:26]=[CH:25][C:23]=1[NH2:24]>C(O)CO.O>[CH3:20][O:21][C:22]1[CH:28]=[CH:27][CH:26]=[CH:25][C:23]=1[N:24]1[C:10]2[C:9]3[CH:8]=[CH:7][CH:6]=[C:5]([O:15][C:16]([F:19])([F:18])[F:17])[C:4]=3[NH:3][C:2](=[O:1])[C:11]=2[CH2:12][CH2:13]1. Reported procedure: 4-Oxo-6-trifluormethoxy-2,3-dihydrofuro[3,2-c] quinoline (272 mg, 1.0 mmol) was dissolved in 10 ml of ethylene glycol in a pressure tube and 2-methoxyaniline (282 μl, 1.0 mmol) was added under nitrogen. The reaction mixture was heated at 210° C. for 15 hours. The reaction mixture was diluted with 20 ml of salt water and the aqueous layer was extracted with methylene chloride (15 ml×3). After washing with water (15 ml×3), the organic layer was dried by anhydrous magnesium sulfate and filtered, an... Reactants: N1=CC(=CC=C1)N1NC(CC1)=O (1-(pyridine-3-yl)pyrazolidin-3-one), P(=O)(Cl)(Cl)Cl (phosphoryl chloride). Yields the product ClC1=NN(CC1)C=1C=NC=CC1 (3-(3-chloro-4,5-dihydro-1H-pyrazol-1-yl)pyridine). As a reaction SMILES: [N:1]1[CH:6]=[CH:5][CH:4]=[C:3]([N:7]2[CH2:11][CH2:10][C:9](=O)[NH:8]2)[CH:2]=1.P(Cl)(Cl)([Cl:15])=O>>[Cl:15][C:9]1[CH2:10][CH2:11][N:7]([C:3]2[CH:2]=[N:1][CH:6]=[CH:5][CH:4]=2)[N:8]=1. Procedure: 3-(3-Chloro-1H-pyrazol-1-yl)pyridine (5b) may also be prepared through a three step, no isolation reaction sequence as disclosed in Scheme 6. In step a2, 3-hydrazinopyridine dihydrochloride is reacted with methyl acrylate in the presence of a base such as sodium methoxide or sodium ethoxide to yield 1-(pyridin-3-yl)pyrazolidin-3-one, followed by chlorination of 1-(pyridine-3-yl)pyrazolidin-3-one with phosphoryl chloride in a two-step process to yield 3-chloro-dihydropryazole (5a). In step b2, 3-...